This data is from the Open Reaction Database (ORD), a public repository of structured organic reaction records. The task is: describe an organic reaction: reactants, conditions, products, and yield The product is Cl.C(C)N(S(=O)(=O)C1=CC=CC=2OC(OC21)(F)F)C2=CC(=C(C=C2)OC)N2CCNCC2 (2,2-Difluoro-benzo[1,3]dioxole-4-sulfonic acid ethyl-(4-methoxy-3-piperazin-1-yl-phenyl)-amide Hydrochloride). RXN SMILES: C(OC([N:8]1[CH2:13][CH2:12][N:11]([C:14]2[CH:19]=[C:18]([N:20]([S:22]([C:25]3[C:33]4[O:32][C:31]([F:35])([F:34])[O:30][C:29]=4[CH:28]=[CH:27][CH:26]=3)(=[O:24])=[O:23])C)[CH:17]=[CH:16][C:15]=2[O:36][CH3:37])[CH2:10][CH2:9]1)=O)(C)(C)C.[H-].[Na+].[CH2:40](Br)[CH3:41].[ClH:43]>C(O)(C)C>[ClH:43].[CH2:40]([N:20]([C:18]1[CH:17]=[CH:16][C:15]([O:36][CH3:37])=[C:14]([N:11]2[CH2:10][CH2:9][NH:8][CH2:13][CH2:12]2)[CH:19]=1)[S:22]([C:25]1[C:33]2[O:32][C:31]([F:35])([F:34])[O:30][C:29]=2[CH:28]=[CH:27][CH:26]=1)(=[O:23])=[O:24])[CH3:41] |f:1.2,6.7|. Run in C(C)(C)O (isopropanol). Procedure: The compound was prepared by reaction of 4-{5-[(2,2-difluoro-benzo[1,3]dioxole-4-sulfonyl)-methyl-amino]-2-methoxy-phenyl}-piperazine-1-carboxylic acid tert-butyl ester with sodium hydride and ethylbromide, and subsequent deprotection of the tert.butoxycarbonyl group with hydrochlorid acid in isopropanol. Starting materials: C(C)(C)(C)OC(=O)N1CCN(CC1)C1=C(C=CC(=C1)N(C)S(=O)(=O)C1=CC=CC=2OC(OC21)(F)F)OC (4-{5-[(2,2-difluoro-benzo[1,3]dioxole-4-sulfonyl)-methyl-amino]-2-methoxy-phenyl}-piperazine-1-carboxylic acid tert-butyl ester), [H-].[Na+] (sodium hydride), C(C)Br (ethylbromide), Cl (hydrochlorid). The reactants are C(C)OC(=O)C1(CCNCC1)CCOC (4-(2-methoxy-ethyl)-piperidine-4-carboxylic acid ethyl ester), CC(CS(=O)(=O)Cl)C (2-methyl-propane-1-sulfonyl chloride), C1(CC1)C1=CC=C(N)C=C1 (4-cylopropyl-aniline). The product is C1(CC1)C1=CC=C(C=C1)N1C(C2(CC1)CCN(CC2)S(=O)(=O)CC(C)C)=O (2-(4-Cyclopropyl-phenyl)-8-(2-methyl-propane-1-sulfonyl)-2,8-diaza-spiro[4.5]decan-1-one). As a reaction SMILES: C(O[C:4]([C:6]1([CH2:12][CH2:13]OC)[CH2:11][CH2:10][NH:9][CH2:8][CH2:7]1)=[O:5])C.[CH3:16][CH:17]([CH3:23])[CH2:18][S:19](Cl)(=[O:21])=[O:20].[CH:24]1([C:27]2[CH:33]=[CH:32][C:30]([NH2:31])=[CH:29][CH:28]=2)[CH2:26][CH2:25]1>>[CH:24]1([C:27]2[CH:33]=[CH:32][C:30]([N:31]3[CH2:13][CH2:12][C:6]4([CH2:7][CH2:8][N:9]([S:19]([CH2:18][CH:17]([CH3:23])[CH3:16])(=[O:21])=[O:20])[CH2:10][CH2:11]4)[C:4]3=[O:5])=[CH:29][CH:28]=2)[CH2:26][CH2:25]1. Reported procedure: Off-white solid. MS (ESI): 391.2 (MH+). This example was prepared in analogy to example 1 step C) to D) from 4-(2-methoxy-ethyl)-piperidine-4-carboxylic acid ethyl ester (example 1 step B)), 2-methyl-propane-1-sulfonyl chloride and 4-cylopropyl-aniline. The product is COC1=CC=C2C=C(C(=NC2=C1)C1=CC=CC=C1)C(=O)O (7-Methoxy-2-phenyl-quinoline-3-carboxylic acid). Reaction SMILES: C([O:3][C:4](=[O:14])[CH2:5][C:6](=O)[C:7]1[CH:12]=[CH:11][CH:10]=[CH:9][CH:8]=1)C.ClC1C(C=O)=[CH:24][C:23]2[C:18](=[CH:19][C:20]([O:28][CH2:29]C)=[CH:21][CH:22]=2)[N:17]=1>>[CH3:29][O:28][C:20]1[CH:19]=[C:18]2[C:23]([CH:24]=[C:5]([C:4]([OH:3])=[O:14])[C:6]([C:7]3[CH:8]=[CH:9][CH:10]=[CH:11][CH:12]=3)=[N:17]2)=[CH:22][CH:21]=1. The reactants are C(C)OC(CC(C1=CC=CC=C1)=O)=O (ethylbenzoylacetate), ClC1=NC2=CC(=CC=C2C=C1C=O)OCC (2-Chloro-3-formyl-7-ethoxy-quinoline). Procedure details: Following the procedure of Example 36 (a)-(b) substituting ethylbenzoylacetate in step 36 (a) gave the above named compound. LCMS m/e [M+H]+=280.2